Dataset: the Open Reaction Database (ORD), a public repository of structured organic reaction records. Task: describe an organic reaction: reactants, conditions, products, and yield Starting materials: C(C1=CC=CC=C1)OC1=CC=C(C=C1)CC(=CC(=O)OCC)C=1C=NC=CC1 (ethyl 4-(4-benzyloxyphenyl)-3-(pyridin-3-yl)but-2-enoate). Reagents/catalysts: [Pd] (Pd/C). Solvent: CCO (EtOH). Conditions: time 4 hour. Yields the product OC1=CC=C(C=C1)CC(CC(=O)OCC)C=1C=NC=CC1 (Ethyl (±)-4-(4-hydroxyphenyl)-3-(pyridin-3-yl)butanoate). Isolated yield 66.2%. Reaction SMILES: C([O:8][C:9]1[CH:14]=[CH:13][C:12]([CH2:15][C:16]([C:23]2[CH:24]=[N:25][CH:26]=[CH:27][CH:28]=2)=[CH:17][C:18]([O:20][CH2:21][CH3:22])=[O:19])=[CH:11][CH:10]=1)C1C=CC=CC=1>CCO.[Pd]>[OH:8][C:9]1[CH:10]=[CH:11][C:12]([CH2:15][CH:16]([C:23]2[CH:24]=[N:25][CH:26]=[CH:27][CH:28]=2)[CH2:17][C:18]([O:20][CH2:21][CH3:22])=[O:19])=[CH:13][CH:14]=1. Procedure: A mixture of ethyl 4-(4-benzyloxyphenyl)-3-(pyridin-3-yl)but-2-enoate (1.73 mmole) and 10% Pd/C (200 mg) in EtOH (10 mL) was shaken under H2 (50 psi) on a Parr apparatus. After 4 hr, the mixture was filtered through celite®d and the filtrate was concentrated. Flash chromatography on silica gel (50% EtOAc/hexanes) gave the impure title compound (327 mg, 66% over three steps) as a yellow oil: MS (ES) m/e 286 (M+H)+. This material was used without further purification. Reactants: CC(=O)O, CO, Cl, OC(Cc1ccncc1)(c1ccc(F)cc1)c1ccc(F)cc1, I, P. Yields the product Cl, Fc1ccc(C(Cc2ccncc2)c2ccc(F)cc2)cc1. Reaction SMILES: [CH3:27][C:28](=[O:29])[OH:30].[CH3:31][OH:32].[ClH:26].[F:1][c:2]1[cH:3][cH:4][c:5]([C:8]([CH2:9][c:10]2[cH:11][cH:12][n:13][cH:14][cH:15]2)([OH:16])[c:17]2[cH:18][cH:19][c:20]([F:23])[cH:21][cH:22]2)[cH:6][cH:7]1.[IH:25].[P:24]>>[ClH:26].[F:1][c:2]1[cH:3][cH:4][c:5]([CH:8]([CH2:9][c:10]2[cH:11][cH:12][n:13][cH:14][cH:15]2)[c:17]2[cH:18][cH:19][c:20]([F:23])[cH:21][cH:22]2)[cH:6][cH:7]1. Starting materials: Cl (HCl), Cl (hydrochloric acid), ClC1=NC(=NC(=N1)Cl)C=1N(C=CC1)C (2,4-dichloro-6-(1-methylpyrrol-2-yl)-1,3,5-triazine), C1(O)=CC(O)=CC=C1 (resorcinol), [Cl-].[Al+3].[Cl-].[Cl-] (aluminium chloride). Solvent: C=1(C(=CC=CC1)C)C (xylene). The product is OC1=C(C=CC(=C1)O)C1=NC(=NC(=N1)C1=C(C=C(C=C1)O)O)C=1N(C=CC1)C (2,4-bis(2,4-dihydroxyphenyl)-6-(1-methylpyrrol-2-yl)-1,3,5-triazine). Yield: 81.0%. RXN SMILES: Cl[C:2]1[N:7]=[C:6](Cl)[N:5]=[C:4]([C:9]2[N:10]([CH3:14])[CH:11]=[CH:12][CH:13]=2)[N:3]=1.[C:15]1([CH:22]=[CH:21][CH:20]=[C:18]([OH:19])[CH:17]=1)[OH:16].[Cl-].[Al+3].[Cl-].[Cl-].Cl>C1(C)C(C)=CC=CC=1>[OH:16][C:15]1[CH:17]=[C:18]([OH:19])[CH:20]=[CH:21][C:22]=1[C:2]1[N:7]=[C:6]([C:20]2[CH:21]=[CH:22][C:15]([OH:16])=[CH:17][C:18]=2[OH:19])[N:5]=[C:4]([C:9]2[N:10]([CH3:14])[CH:11]=[CH:12][CH:13]=2)[N:3]=1 |f:2.3.4.5|. Procedure: Friedel-Crafts acylation: In a 500 ml sulfonation flask having a stirrer, dropping funnel, condenser and internal thermometer, 22.9 g (0.1 mol) of 2,4-dichloro-6-(1-methylpyrrol-2-yl)-1,3,5-triazine and 24.2 g (0.22 mol) of resorcinol are initially introduced into 200 ml of xylene (isomer mixture). At 45-50° C., 29.3 g (0.22 mol) of aluminium chloride are slowly introduced and the mixture is stirred at 80-83° C. until the evolution of HCl has ended (about 2 hours). The warm reaction solution is ... The reactants are CCOC(=O)c1ccc2[nH]cc(C3=CCN(C)CC3)c2c1, CCO, [H][H], [Pd]. Yields the product CCOC(=O)c1ccc2[nH]cc(C3CCN(C)CC3)c2c1. As a reaction SMILES: [CH2:1]([CH3:2])[O:3][C:4](=[O:5])[c:6]1[cH:7][c:8]2[c:9]([C:15]3=[CH:16][CH2:17][N:18]([CH3:21])[CH2:19][CH2:20]3)[cH:10][nH:11][c:12]2[cH:13][cH:14]1.[CH3:24][CH2:25][OH:26].[H:22][H:23].[Pd:27]>>[CH2:1]([CH3:2])[O:3][C:4](=[O:5])[c:6]1[cH:7][c:8]2[c:9]([CH:15]3[CH2:16][CH2:17][N:18]([CH3:21])[CH2:19][CH2:20]3)[cH:10][nH:11][c:12]2[cH:13][cH:14]1. Reactants: C([O-])([O-])=O (carbonate), N (ammonia), C(=O)=O (CO2), C([O-])(O)=O (bicarbonate), C(=O)=O (CO2), N (ammonia), [NH4+] (ammonium), N (ammonia). The solvent is O (water). The product is C([O-])(O)=O (bicarbonate), C(N)([O-])=O.[NH4+] (ammonium carbamate). RXN SMILES: [NH3:1].[NH4+].[C:3](=[O:6])([OH:5])[O-:4].[C:7](=[O:10])([O-])[O-:8].C(=O)=O>O>[C:3](=[O:4])([OH:6])[O-:5].[C:7](=[O:10])([O-:8])[NH2:1].[NH4+:1] |f:7.8|. Procedure details: For the ammonia process, the solvent solution consists of ammonium, bicarbonate ions and to a lesser extent, carbonate, in equilibrium with dissolved ammonia (aqueous), and dissolved CO2 (aqueous). In the absorber, water and ammonia react with CO2 (aqueous) to form bicarbonate ions or ammonium carbamate ions, with the reaction reversed in the stripper by the application of energy. The relevant aqueous phase reactions can be summarized by the following overall equations: CO2+H2O+NH3HCO3−+NH4+  (e... Reactants: ClC1=NC=C(C=C1[N+](=O)[O-])C(F)(F)F (2-chloro3-nitro-5-(trifluoromethyl)pyridine), NC(=S)N (thiourea). Run in C(C)O (ethanol). Reaction conditions: temperature 50 celsius, time 5.5 hour. Product: [N+](=O)([O-])C=1C(=NC=C(C1)C(F)(F)F)S (3-nitro-5-(trifluoromethyl)pyridine-2-thiol). Yield: 79.5%. RXN SMILES: Cl[C:2]1[C:7]([N+:8]([O-:10])=[O:9])=[CH:6][C:5]([C:11]([F:14])([F:13])[F:12])=[CH:4][N:3]=1.NC(N)=[S:17]>C(O)C>[N+:8]([C:7]1[C:2]([SH:17])=[N:3][CH:4]=[C:5]([C:11]([F:14])([F:13])[F:12])[CH:6]=1)([O-:10])=[O:9]. Procedure details: A mixture of 4.88 g of 2-chloro3-nitro-5-(trifluoromethyl)pyridine, 1.81 g of thiourea and 40 ml of ethanol was stirred at 50° C. for 5.5 hours. The reaction mixture was cooled down to room temperature, then, concentrated under reduced pressure. To the residue was added 24 ml of water and a mixture of 2.8 g of sodium hydroxide and 6 ml of water, and this was stirred at room temperature for 1.5 hours. The reaction mixture was washed with diethyl ether, then, acetic acid was added. This was cooled...